From a dataset of the Open Reaction Database (ORD), a public repository of structured organic reaction records. describe an organic reaction: reactants, conditions, products, and yield The reactants are C(C)OC(CNC1CCOCC1)=O ((tetrahydro-pyran-4-ylamino)-acetic acid ethyl ester), C=O (paraformaldehyde), C(=C)S(=O)(=O)C1=C(C=CC=C1)C(F)(F)F (1-ethenesulfonyl-2-trifluoromethyl-benzene). Yields the product C(C)OC(=O)C1N(CC(C1)S(=O)(=O)C1=C(C=CC=C1)C(F)(F)F)C1CCOCC1 (1-(Tetrahydro-pyran-4-yl)-4-(2-trifluoromethyl-benzenesulfonyl)-pyrrolidine-2-carboxylic acid ethyl ester). Reaction SMILES: [CH2:1]([O:3][C:4](=[O:13])[CH2:5][NH:6][CH:7]1[CH2:12][CH2:11][O:10][CH2:9][CH2:8]1)[CH3:2].[CH2:14]=O.[CH:16]([S:18]([C:21]1[CH:26]=[CH:25][CH:24]=[CH:23][C:22]=1[C:27]([F:30])([F:29])[F:28])(=[O:20])=[O:19])=[CH2:17]>>[CH2:1]([O:3][C:4]([CH:5]1[CH2:14][CH:16]([S:18]([C:21]2[CH:26]=[CH:25][CH:24]=[CH:23][C:22]=2[C:27]([F:28])([F:30])[F:29])(=[O:19])=[O:20])[CH2:17][N:6]1[CH:7]1[CH2:12][CH2:11][O:10][CH2:9][CH2:8]1)=[O:13])[CH3:2]. Reported procedure: In analogy to the procedure described in example 343d, (tetrahydro-pyran-4-ylamino)-acetic acid ethyl ester (CAS Reg. No. 1153226-50-6) was reacted with paraformaldehyde and 1-ethenesulfonyl-2-trifluoromethyl-benzene (example 243c) to give the title compound. Starting materials: COC1=C(C(=CC(=C1)COC)OC)C=1N2C(SC1)=C(C(=N2)OC)N=O (3-[2,6-dimethoxy-4-(methoxymethyl)phenyl]-6-methoxy-7-nitrosopyrazolo[5,1-b][1,3]thiazole). Reagents/catalysts: [C].[Pd] (palladium-carbon). The solvent is C(C)(=O)OCC (Ethyl acetate). Reaction conditions: time 1 hour. Yields the product COC1=C(C(=CC(=C1)COC)OC)C=1N2C(SC1)=C(C(=N2)OC)N (3-[2,6-Dimethoxy-4-(methoxymethyl)phenyl]-6-methoxypyrazolo[5,1-b][1,3]thiazole-7-amine). Yield: 63.5%. RXN SMILES: [CH3:1][O:2][C:3]1[CH:8]=[C:7]([CH2:9][O:10][CH3:11])[CH:6]=[C:5]([O:12][CH3:13])[C:4]=1[C:14]1[N:15]2[N:21]=[C:20]([O:22][CH3:23])[C:19]([N:24]=O)=[C:16]2[S:17][CH:18]=1>[C].[Pd].C(OCC)(=O)C>[CH3:1][O:2][C:3]1[CH:8]=[C:7]([CH2:9][O:10][CH3:11])[CH:6]=[C:5]([O:12][CH3:13])[C:4]=1[C:14]1[N:15]2[N:21]=[C:20]([O:22][CH3:23])[C:19]([NH2:24])=[C:16]2[S:17][CH:18]=1 |f:1.2|. Procedure details: Ethyl acetate (109 mL) and 10% palladium-carbon powder (50% wet: 2.34 g, 2.2 mmol) were added in that order to 3-[2,6-dimethoxy-4-(methoxymethyl)phenyl]-6-methoxy-7-nitrosopyrazolo[5,1-b][1,3]thiazole (2.34 g, 6.44 mmol), and the mixture was stirred for 1 hour under a hydrogen atmosphere. The mixture was filtered with Celite and the solvent in the obtained filtrate was distilled off under reduced pressure. The residue was purified by (NH)silica gel column chromatography (ethyl acetate) to obtain...